Dataset: the Open Reaction Database (ORD), a public repository of structured organic reaction records. Task: describe an organic reaction: reactants, conditions, products, and yield The reactants are C1=CC=C2C(=C1)C(=O)C(C2=O)(O)O (ninhydrin), Cl.BrC1=CC=C(C=C1)NC(NN)=S (4-(4-bromophenyl)-thiosemicarbazide hydrochloride). The product is BrC1=CC=C(C=C1)NC(NN=C1C(C2=CC=CC=C2C1=O)=O)=S (2-[4-(4-bromophenyl)-thiosemicarbazono]indan-1,3-dione). As a reaction SMILES: [CH:1]1[CH:6]=[C:5]2[C:7]([C:9](O)(O)[C:10](=[O:11])[C:4]2=[CH:3][CH:2]=1)=[O:8].Cl.[Br:15][C:16]1[CH:21]=[CH:20][C:19]([NH:22][C:23](=[S:26])[NH:24][NH2:25])=[CH:18][CH:17]=1>>[Br:15][C:16]1[CH:17]=[CH:18][C:19]([NH:22][C:23](=[S:26])[NH:24][N:25]=[C:9]2[C:10](=[O:11])[C:4]3[C:5](=[CH:6][CH:1]=[CH:2][CH:3]=3)[C:7]2=[O:8])=[CH:20][CH:21]=1 |f:1.2|. Procedure: ninhydrin, 4-(4-bromophenyl)-thiosemicarbazide hydrochloride